From a dataset of the Open Reaction Database (ORD), a public repository of structured organic reaction records. describe an organic reaction: reactants, conditions, products, and yield Reactants: COc1nc2cc(Cl)c(Cl)c(NS(C)(=O)=O)c2nc1OC, CCOC(=O)N=NC(=O)OCC, C1CCOC1, OCc1cccnc1, c1ccc(P(c2ccccc2)c2ccccc2)cc1. Product: COc1nc2cc(Cl)c(Cl)c(N(Cc3cccnc3)S(C)(=O)=O)c2nc1OC. RXN SMILES: [Cl:13][c:14]1[c:15]([NH:29][S:30](=[O:31])(=[O:32])[CH3:33])[c:16]2[n:17][c:18]([O:27][CH3:28])[c:19]([O:25][CH3:26])[n:20][c:21]2[cH:22][c:23]1[Cl:24].[O:1]=[C:2]([O:3][CH2:4][CH3:5])[N:6]=[N:7][C:8]([O:9][CH2:10][CH3:11])=[O:12].[O:61]1[CH2:62][CH2:63][CH2:64][CH2:65]1.[OH:34][CH2:35][c:36]1[cH:37][n:38][cH:39][cH:40][cH:41]1.[c:42]1([P:43]([c:44]2[cH:45][cH:46][cH:47][cH:48][cH:49]2)[c:50]2[cH:51][cH:52][cH:53][cH:54][cH:55]2)[cH:56][cH:57][cH:58][cH:59][cH:60]1>>[Cl:13][c:14]1[c:15]([N:29]([S:30](=[O:31])(=[O:32])[CH3:33])[CH2:35][c:36]2[cH:37][n:38][cH:39][cH:40][cH:41]2)[c:16]2[n:17][c:18]([O:27][CH3:28])[c:19]([O:25][CH3:26])[n:20][c:21]2[cH:22][c:23]1[Cl:24]. Starting materials: C#CCBr, CC(C)(C)[Si](C)(C)OC1CCNC1=O, Cc1ccccc1, ClCCl, [H-], [Na+], C1CCOC1. Yields the product C#CCN1CCC(O[Si](C)(C)C(C)(C)C)C1=O. Reaction SMILES: [CH2:17]([C:18]#[CH:19])[Br:20].[CH3:1][C:2]([CH3:3])([CH3:4])[Si:5]([O:6][CH:7]1[C:8](=[O:12])[NH:9][CH2:10][CH2:11]1)([CH3:13])[CH3:14].[CH3:26][c:27]1[cH:28][cH:29][cH:30][cH:31][cH:32]1.[Cl:33][CH2:34][Cl:35].[H-:15].[Na+:16].[O:21]1[CH2:22][CH2:23][CH2:24][CH2:25]1>>[CH3:1][C:2]([CH3:3])([CH3:4])[Si:5]([O:6][CH:7]1[C:8](=[O:12])[N:9]([CH2:19][C:18]#[CH:17])[CH2:10][CH2:11]1)([CH3:13])[CH3:14]. The product is FC=1C=C2CC(NC2=CC1)C(=O)N (5-fluoro-2,3-dihydro-1H-indole-2-carboxamide). Starting materials: FC=1C=C2CC(NC2=CC1)C(=O)OC (methyl 5-fluoro-2,3-dihydro-1H-indole-2-carboxylate), N (NH3). As a reaction SMILES: [NH3:1].[F:2][C:3]1[CH:4]=[C:5]2[C:9](=[CH:10][CH:11]=1)[NH:8][CH:7]([C:12]([O:14]C)=O)[CH2:6]2>CO>[F:2][C:3]1[CH:4]=[C:5]2[C:9](=[CH:10][CH:11]=1)[NH:8][CH:7]([C:12]([NH2:1])=[O:14])[CH2:6]2. Conditions: time 6 hour. Procedure details: To a suspension of 5-fluoro-1H-indole-2-carboxylic acid, ethyl ester (0.121 mole) in methanol (600 ml) was added Mg (0.36 mole). The mixture was in a 3-neck round bottom flask under argon at room temperature. The temperature of the reaction was monitored closely. After about 10 minutes, the mixture began to bubble, slowly at first and then more vigorously. The reaction temperature was maintained between 15 and 25° C. with intermittent applications of an ice bath. After 30 minutes, the bubbling h... The solvent is CO (methanol), CO (methanol). Starting materials: C(CC)NC1=CC=C(C=C1)CC(=O)OCC (N-n-propyl-4-ethoxycarbonylmethylaniline), C(O)([O-])=O.[Na+] (sodium hydrogencarbonate), BrCC1=C(C(=O)OCC)C=CC=C1 (ethyl 2-bromomethylbenzoate). Solvent: O (water). Product: C(CC)N(C1=CC=C(C=C1)CC(=O)OCC)CC1=C(C=CC=C1)C(=O)OCC (N-n-propyl-N-(2-ethoxycarbonylbenzyl)-4-ethoxycarbonylmethylaniline). Yield: 85.8%. As a reaction SMILES: [CH2:1]([NH:4][C:5]1[CH:10]=[CH:9][C:8]([CH2:11][C:12]([O:14][CH2:15][CH3:16])=[O:13])=[CH:7][CH:6]=1)[CH2:2][CH3:3].C(=O)([O-])O.[Na+].Br[CH2:23][C:24]1[CH:34]=[CH:33][CH:32]=[CH:31][C:25]=1[C:26]([O:28][CH2:29][CH3:30])=[O:27]>O>[CH2:1]([N:4]([CH2:23][C:24]1[CH:34]=[CH:33][CH:32]=[CH:31][C:25]=1[C:26]([O:28][CH2:29][CH3:30])=[O:27])[C:5]1[CH:10]=[CH:9][C:8]([CH2:11][C:12]([O:14][CH2:15][CH3:16])=[O:13])=[CH:7][CH:6]=1)[CH2:2][CH3:3] |f:1.2|. Procedure details: N-n-propyl-4-ethoxycarbonylmethylaniline (11.1 g, b.p. 131°-135°C./0.5 mmHg), sodium hydrogencarbonate (6.3 g), water (10 ml), and ethyl 2-bromomethylbenzoate (14.6 g) were treated in the same manner as described in Example 1 to obtain N-n-propyl-N-(2-ethoxycarbonylbenzyl)-4-ethoxycarbonylmethylaniline (16.5 g).